From a dataset of the Open Reaction Database (ORD), a public repository of structured organic reaction records. describe an organic reaction: reactants, conditions, products, and yield The reactants are OC1=CC=C(C=C1)CCCCN1C=NC=C1 (1-[4-(4-hydroxyphenyl)butyl]imidazole), BrC1=C(C=C(S1)C=1OC=C(N1)CCl)C (2-(5-bromo-4-methyl-2-thienyl)-4-chloromethyloxazole). Product: BrC1=C(C=C(S1)C=1OC=C(N1)COC1=CC=C(C=C1)CCCCN1C=NC=C1)C (2-(5-bromo-4-methyl-2-thienyl)-4-[4-[4-(1-imidazolyl)butyl]phenoxymethyl]oxazole). Yield: 93.0%. RXN SMILES: [OH:1][C:2]1[CH:7]=[CH:6][C:5]([CH2:8][CH2:9][CH2:10][CH2:11][N:12]2[CH:16]=[CH:15][N:14]=[CH:13]2)=[CH:4][CH:3]=1.[Br:17][C:18]1[S:22][C:21]([C:23]2[O:24][CH:25]=[C:26]([CH2:28]Cl)[N:27]=2)=[CH:20][C:19]=1[CH3:30]>>[Br:17][C:18]1[S:22][C:21]([C:23]2[O:24][CH:25]=[C:26]([CH2:28][O:1][C:2]3[CH:7]=[CH:6][C:5]([CH2:8][CH2:9][CH2:10][CH2:11][N:12]4[CH:16]=[CH:15][N:14]=[CH:13]4)=[CH:4][CH:3]=3)[N:27]=2)=[CH:20][C:19]=1[CH3:30]. Reported procedure: In substantially the same manner as in Working Example 72, 1-[4-(4-hydroxyphenyl)butyl]imidazole was allowed to react with 2-(5-bromo-4-methyl-2-thienyl)-4-chloromethyloxazole to give 2-(5-bromo-4-methyl-2-thienyl)-4-[4-[4-(1-imidazolyl)butyl]phenoxymethyl]oxazole. The yield was 93%. Recrystallization from ethyl acetate-hexane gave colorless prisms, mp 85-86° C.